Dataset: the Open Reaction Database (ORD), a public repository of structured organic reaction records. Task: describe an organic reaction: reactants, conditions, products, and yield Starting materials: COC=1C=C(C=CC1OC)C[C@@H](C)N ((R)-3-(3,4-dimethoxyphenyl)-2-propylamine), Br (hydrogen bromide). Product: Br.OC=1C=C(C=CC1O)C[C@@H](C)N ((R)-3-(3,4-Dihydroxyphenyl)-2-propylamine hydrobromide). As a reaction SMILES: C[O:2][C:3]1[CH:4]=[C:5]([CH2:11][C@H:12]([NH2:14])[CH3:13])[CH:6]=[CH:7][C:8]=1[O:9]C.[BrH:15]>>[BrH:15].[OH:2][C:3]1[CH:4]=[C:5]([CH2:11][C@H:12]([NH2:14])[CH3:13])[CH:6]=[CH:7][C:8]=1[OH:9] |f:2.3|. Reported procedure: A solution of (R)-3-(3,4-dimethoxyphenyl)-2-propylamine hydrochloride1 (500 mg, 2.15 mMol) in hydrogen bromide (48%, 5 ml) was stirred at 100° C. under an argon atmosphere for 20 hours. After cooling, the solvent was evaporated and the residue was dried giving the title compound. The reactants are COC=1C=C(C=CC1)CCC(=O)C=1N=CN(C1)C(C1=CC=CC=C1)(C1=CC=CC=C1)C1=CC=CC=C1 (3-(3-methoxyphenyl)-1-(1-triphenylmethyl-1H-imidazol-4-yl)-1-propanone), COC=1C=C(C=CC1)C(C(=O)C=1N=CNC1)C (3-methoxyphenyl-1-(1H-imidazol-4-yl)-1-propanone). The product is COC=1C=C(C=CC1)CCC(=O)C=1N=CNC1 (3-(3-methoxyphenyl)-1-(1H-imidazol-4-yl)-1-propanone). As a reaction SMILES: [CH3:1][O:2][C:3]1[CH:4]=[C:5]([CH2:9][CH2:10][C:11]([C:13]2[N:14]=[CH:15][N:16](C(C3C=CC=CC=3)(C3C=CC=CC=3)C3C=CC=CC=3)[CH:17]=2)=[O:12])[CH:6]=[CH:7][CH:8]=1.COC1C=C(C(C)C(C2N=CNC=2)=O)C=CC=1>>[CH3:1][O:2][C:3]1[CH:4]=[C:5]([CH2:9][CH2:10][C:11]([C:13]2[N:14]=[CH:15][NH:16][CH:17]=2)=[O:12])[CH:6]=[CH:7][CH:8]=1. Reported procedure: Using the same procedure as in Example 2.4.a and starting with 10.28 g (0.0217 mole) of 3-(3-methoxyphenyl)-1-(1-triphenylmethyl-1H-imidazol-4-yl)-1-propanone prepared in Example 2.3.b, 3.68 g of 3-(3-methoxyphenyl-1-(1H-imidazol-4-yl)-1-propanone are obtained after crystallization from ethyl acetate.